From a dataset of the Open Reaction Database (ORD), a public repository of structured organic reaction records. describe an organic reaction: reactants, conditions, products, and yield Starting materials: CN(C1(CCSC2=C1C=CC=C2)CO)C (4-dimethylamino-4-hydroxymethyl-2,3-dihydro-4H-1-benzothiopyran), [OH-].[Na+] (NaOH), aqueous solution, S(=O)(=O)(O[O-])[O-].[K+].[K+] (potassium peroxomonosulfate). Run in O (water). Product: CN(C1(CCS(C2=C1C=CC=C2)(=O)=O)CO)C (4-dimethylamino-4-hydroxymethyl-2,3-dihydro-4H-1-benzothiopyran-1,1-dioxide). The yield is 50.1%. As a reaction SMILES: [CH3:1][N:2]([CH3:15])[C:3]1([CH2:13][OH:14])[C:8]2[CH:9]=[CH:10][CH:11]=[CH:12][C:7]=2S[CH2:5][CH2:4]1.[S:16]([O-:21])(O[O-])(=O)=[O:17].[K+].[K+].[OH-].[Na+]>O>[CH3:15][N:2]([CH3:1])[C:3]1([CH2:13][OH:14])[C:8]2[CH:7]=[CH:12][CH:11]=[CH:10][C:9]=2[S:16](=[O:21])(=[O:17])[CH2:5][CH2:4]1 |f:1.2.3,4.5|. Procedure details: 10 g of 4-dimethylamino-4-hydroxymethyl-2,3-dihydro-4H-1-benzothiopyran obtained in Example 6 were suspended in 100 ml of water, to which 50 ml of an aqueous solution of 20 g of potassium peroxomonosulfate was added while stirring under ice cooling. After allowing to react for 1 hour, 3N NaOH solution was added thereto for neutralizing the mixture, followed by extraction with ether. After the ether phase was dried with anhydrous magnesium sulfate, the solvent was condensed to obtain 5.73 g of th... Starting materials: CC(=O)[O-], Cc1ccccc1, CN(Cc1cc(-c2ccc(C=O)cc2)cs1)C(=O)c1ccccc1, C1CC[NH2+]CC1, O=C1CSC(=O)N1. The product is CN(Cc1cc(-c2ccc(C=C3SC(=O)NC3=O)cc2)cs1)C(=O)c1ccccc1. Reaction SMILES: [C:32]([O-:33])(=[O:34])[CH3:35].[CH3:42][c:43]1[cH:44][cH:45][cH:46][cH:47][cH:48]1.[CH:1](=[O:2])[c:3]1[cH:4][cH:5][c:6](-[c:9]2[cH:10][c:11]([CH2:14][N:15]([C:16]([c:17]3[cH:18][cH:19][cH:20][cH:21][cH:22]3)=[O:23])[CH3:24])[s:12][cH:13]2)[cH:7][cH:8]1.[NH2+:36]1[CH2:37][CH2:38][CH2:39][CH2:40][CH2:41]1.[S:25]1[C:26](=[O:31])[NH:27][C:28](=[O:30])[CH2:29]1>>[CH:1]([c:3]1[cH:4][cH:5][c:6](-[c:9]2[cH:10][c:11]([CH2:14][N:15]([C:16]([c:17]3[cH:18][cH:19][cH:20][cH:21][cH:22]3)=[O:23])[CH3:24])[s:12][cH:13]2)[cH:7][cH:8]1)=[C:29]1[S:25][C:26](=[O:31])[NH:27][C:28]1=[O:30].